This data is from the Open Reaction Database (ORD), a public repository of structured organic reaction records. The task is: describe an organic reaction: reactants, conditions, products, and yield Starting materials: C(#N)C1=CC(=C(C=O)C=C1)F (4-cyano-2-fluorobenzaldehyde), C([O-])([O-])=O.[K+].[K+] (potassium carbonate). The solvent is O (water), O (water), O (water), O (water), CN(C=O)C (dimethylformamide), O (water). Conditions: temperature 90 celsius, time 8 hour. The product is C(#N)C1=CC(=C(C=O)C=C1)O (4-cyano-2-hydroxybenzaldehyde). As a reaction SMILES: [C:1]([C:3]1[CH:10]=[CH:9][C:6]([CH:7]=[O:8])=[C:5](F)[CH:4]=1)#[N:2].C(=O)([O-])[O-:13].[K+].[K+]>CN(C)C=O.O>[C:1]([C:3]1[CH:10]=[CH:9][C:6]([CH:7]=[O:8])=[C:5]([OH:13])[CH:4]=1)#[N:2] |f:1.2.3|. Procedure details: A mixture of 4-cyano-2-fluorobenzaldehyde (11.73 g, 78.7 mmol) and potassium carbonate (14.12 g, 102.3 mmol) was dissolved in dry dimethylformamide (35 ml). To this was added water (6.63 ml, 368.5 mmol). The resulting solution was heated to 90° C. with stirring. A further equivalent of water (1.42 ml) was added after 2 hours, then a further two equivalents of water (2.84 ml) 1 hour later. The resulting solution was left overnight. After 24 hours a further 2 equivalents of water (2.84 ml) was add... Reactants: NC1=C(C=C(C=N1)C(=O)N=S(=O)(C)CCCCC(=O)OC)C#CC1=CC(=CC=C1)N (methyl 5-[N-({6-amino-5-[(3-aminophenyl)ethynyl]pyridin-3-yl}carbonyl)-S-methylsulfonimidoyl]pentanoate), FC1=C(C(=O)O)C=C(C=C1)C(F)(F)F (2-fluoro-5-(trifluoromethyl)benzoic acid). The product is NC1=C(C=C(C=N1)C(=O)N=S(=O)(C)CCCCC(=O)OC)C#CC1=CC(=CC=C1)NC(C1=C(C=CC(=C1)C(F)(F)F)F)=O (Methyl 5-[N-({6-amino-5-[(3-{[2-fluoro-5-(trifluoromethyl)benzoyl]amino}phenyl)ethynyl]pyridin-3-yl}carbonyl)-S-methylsulfonimidoyl]pentanoate). As a reaction SMILES: [NH2:1][C:2]1[N:7]=[CH:6][C:5]([C:8]([N:10]=[S:11]([CH2:14][CH2:15][CH2:16][CH2:17][C:18]([O:20][CH3:21])=[O:19])([CH3:13])=[O:12])=[O:9])=[CH:4][C:3]=1[C:22]#[C:23][C:24]1[CH:29]=[CH:28][CH:27]=[C:26]([NH2:30])[CH:25]=1.[F:31][C:32]1[CH:40]=[CH:39][C:38]([C:41]([F:44])([F:43])[F:42])=[CH:37][C:33]=1[C:34](O)=[O:35]>>[NH2:1][C:2]1[N:7]=[CH:6][C:5]([C:8]([N:10]=[S:11]([CH2:14][CH2:15][CH2:16][CH2:17][C:18]([O:20][CH3:21])=[O:19])([CH3:13])=[O:12])=[O:9])=[CH:4][C:3]=1[C:22]#[C:23][C:24]1[CH:29]=[CH:28][CH:27]=[C:26]([NH:30][C:34](=[O:35])[C:33]2[CH:37]=[C:38]([C:41]([F:42])([F:43])[F:44])[CH:39]=[CH:40][C:32]=2[F:31])[CH:25]=1. Procedure details: In a manner similar to that described in Example 25, methyl 5-[N-({6-amino-5-[(3-aminophenyl)ethynyl]pyridin-3-yl}carbonyl)-S-methylsulfonimidoyl]pentanoate and 2-fluoro-5-(trifluoromethyl)benzoic acid were coupled to give the title compound as a white foam (74 mg). Starting materials: [Al+3], C1CCOC1, [H-], [H-], [H-], [H-], [Li+], N#CCC(O)c1ccccc1. Product: NCCC(O)c1ccccc1. As a reaction SMILES: [Al+3:2].[CH2:18]1[O:19][CH2:20][CH2:21][CH2:22]1.[H-:1].[H-:4].[H-:5].[H-:6].[Li+:3].[c:7]1([CH:13]([CH2:14][C:15]#[N:16])[OH:17])[cH:8][cH:9][cH:10][cH:11][cH:12]1>>[c:7]1([CH:13]([CH2:14][CH2:15][NH2:16])[OH:17])[cH:8][cH:9][cH:10][cH:11][cH:12]1. Product: CCNC=C1C(=S)C(C)(C)OC1(C)C. Reaction SMILES: [CH3:15][O:16][c:17]1[cH:18][cH:19][c:20]([P:21]2(=[S:24])[S:22][P:23]([c:25]3[cH:26][cH:27][c:28]([O:29][CH3:30])[cH:31][cH:32]3)(=[S:33])[S:34]2)[cH:35][cH:36]1.[CH3:1][C:2]1([CH3:14])[O:3][C:4]([CH3:12])([CH3:13])[C:5](=[CH:8][NH:9][CH2:10][CH3:11])[C:6]1=[O:7].[CH3:37][O:38][CH2:39][CH2:40][O:41][CH3:42]>>[CH3:1][C:2]1([CH3:14])[O:3][C:4]([CH3:12])([CH3:13])[C:5](=[CH:8][NH:9][CH2:10][CH3:11])[C:6]1=[S:24]. Starting materials: COc1ccc(P2(=S)SP(=S)(c3ccc(OC)cc3)S2)cc1, CCNC=C1C(=O)C(C)(C)OC1(C)C, COCCOC. Starting materials: ClCCCl, CCOC(C)=O, CCN(C(C)C)C(C)C, O=C(O)c1ccc(Cn2nc(-c3cc(F)c(F)c(F)c3)cc2C(=O)Nc2ccc(OC(F)(F)F)cc2)cc1, Nc1nnn[nH]1, CN(C)C=O, On1nnc2cccnc21. The product is O=C(Nc1nnn[nH]1)c1ccc(Cn2nc(-c3cc(F)c(F)c(F)c3)cc2C(=O)Nc2ccc(OC(F)(F)F)cc2)cc1. Reaction SMILES: [CH2:64]([Cl:65])[CH2:66][Cl:67].[CH3:73][CH2:74][O:75][C:76](=[O:77])[CH3:78].[CH:49]([N:50]([CH2:51][CH3:52])[CH:53]([CH3:54])[CH3:55])([CH3:56])[CH3:57].[F:1][C:2]([O:3][c:4]1[cH:5][cH:6][c:7]([NH:10][C:11](=[O:12])[c:13]2[cH:14][c:15](-[c:28]3[cH:29][c:30]([F:36])[c:31]([F:35])[c:32]([F:34])[cH:33]3)[n:16][n:17]2[CH2:18][c:19]2[cH:20][cH:21][c:22]([C:23](=[O:24])[OH:25])[cH:26][cH:27]2)[cH:8][cH:9]1)([F:37])[F:38].[NH2:58][c:59]1[n:60][n:61][n:62][nH:63]1.[O:68]=[CH:69][N:70]([CH3:71])[CH3:72].[OH:39][n:40]1[c:41]2[n:42][cH:43][cH:44][cH:45][c:46]2[n:47][n:48]1>>[F:1][C:2]([O:3][c:4]1[cH:5][cH:6][c:7]([NH:10][C:11](=[O:12])[c:13]2[cH:14][c:15](-[c:28]3[cH:29][c:30]([F:36])[c:31]([F:35])[c:32]([F:34])[cH:33]3)[n:16][n:17]2[CH2:18][c:19]2[cH:20][cH:21][c:22]([C:23](=[O:24])[NH:58][c:59]3[nH:60][n:61][n:62][n:63]3)[cH:26][cH:27]2)[cH:8][cH:9]1)([F:37])[F:38].